From a dataset of the Open Reaction Database (ORD), a public repository of structured organic reaction records. describe an organic reaction: reactants, conditions, products, and yield The reactants are CC(C)(C)c1nc2cc(N)ccc2n1CC1CCC(F)(F)CC1, CN(C)c1ccncc1, O=S(=O)(Cl)C1CC1, ClCCl, O=C(O)C(F)(F)F. Yields the product CC(C)(C)c1nc2cc(NS(=O)(=O)C3CC3)ccc2n1CC1CCC(F)(F)CC1. As a reaction SMILES: [C:1]([CH3:2])([CH3:3])([CH3:4])[c:5]1[n:6][c:7]2[c:8]([n:9]1[CH2:10][CH:11]1[CH2:12][CH2:13][C:14]([F:17])([F:18])[CH2:15][CH2:16]1)[cH:19][cH:20][c:21]([NH2:23])[cH:22]2.[CH3:38][N:39]([c:40]1[cH:41][cH:42][n:43][cH:44][cH:45]1)[CH3:46].[CH:24]1([S:27](=[O:28])(=[O:29])[Cl:30])[CH2:25][CH2:26]1.[Cl:47][CH2:48][Cl:49].[F:31][C:32]([F:33])([F:34])[C:35]([OH:36])=[O:37]>>[C:1]([CH3:2])([CH3:3])([CH3:4])[c:5]1[n:6][c:7]2[c:8]([n:9]1[CH2:10][CH:11]1[CH2:12][CH2:13][C:14]([F:17])([F:18])[CH2:15][CH2:16]1)[cH:19][cH:20][c:21]([NH:23][S:27]([CH:24]1[CH2:25][CH2:26]1)(=[O:28])=[O:29])[cH:22]2. Starting materials: COC1=C(C=CC(=C1)OC)NC1=C(C(C(=O)O)=CC=C1)C(=O)O (3-(2,4-dimethoxyphenylamino)phthalic acid), Br.N[C@@]1(C(NC(CC1)=O)=O)C ((3S)-3-amino-3-methyl-piperidine-2,6-dione hydrobromide). Solvent: N1=CC=CC=C1 (pyridine). Product: COC1=C(C=CC(=C1)OC)NC1=C2C(N(C(C2=CC=C1)=O)[C@@]1(C(NC(CC1)=O)=O)C)=O (4-(2,4-DIMETHOXY-PHENYLAMINO)-2-[(3S)-3-METHYL-2,6-DIOXO-PIPERIDIN-3-YL]-ISOINDOLE-1,3-DIONE). Yield: 41.0%. Reaction SMILES: [CH3:1][O:2][C:3]1[CH:8]=[C:7]([O:9][CH3:10])[CH:6]=[CH:5][C:4]=1[NH:11][C:12]1[CH:20]=[CH:19][CH:18]=[C:14]([C:15]([OH:17])=O)[C:13]=1[C:21]([OH:23])=O.Br.[NH2:25][C@@:26]1([CH3:34])[CH2:31][CH2:30][C:29](=[O:32])[NH:28][C:27]1=[O:33]>N1C=CC=CC=1>[CH3:1][O:2][C:3]1[CH:8]=[C:7]([O:9][CH3:10])[CH:6]=[CH:5][C:4]=1[NH:11][C:12]1[CH:20]=[CH:19][CH:18]=[C:14]2[C:13]=1[C:21](=[O:23])[N:25]([C@@:26]1([CH3:34])[CH2:31][CH2:30][C:29](=[O:32])[NH:28][C:27]1=[O:33])[C:15]2=[O:17] |f:1.2|. Procedure details: A mixture of 3-(2,4-dimethoxyphenylamino)phthalic acid (0.37 g, 1.2 mmol) and (3S)-3-amino-3-methyl-piperidine-2,6-dione hydrobromide (0.28 g, 1.2 mmol) in pyridine (10 mL) was heated to reflux for 24 hours. The mixture was cooled and evaporated under vacuum. The residue was dissolved in ethyl acetate (100 mL), washed with dilute aqueous HCl (2×100 mL) and water (2×100 mL), and evaporated. The residue was purified by ISCO silica gel flash chromatography using a hexanes-ethyl acetate gradient, el... Reactants: CC=1SC(=C(N1)C)C1=NC(N(C=C1)CCCCN1C[C@]2(C[C@H]2C1)C1=CC=C(C=C1)C(F)(F)F)=O (4-(2,4-Dimethyl-thiazol-5-yl)-1-{4-[(1S,5R)-1-(4-trifluoromethyl-phenyl)-3-aza-bicyclo[3.1.0]hex-3-yl]-butyl}-1H-pyrimidin-2-one), Cl (HCl), O1CCOCC1 (dioxane). Product: Cl.CC=1SC(=C(N1)C)C1=NC(N(C=C1)CCCCN1C[C@]2(C[C@H]2C1)C1=CC=C(C=C1)C(F)(F)F)=O (4-(2,4-dimethyl-1,3-thiazol-5-yl)-1-(4-{(1S,5R)-1-[4-(trifluoromethyl)phenyl]-3-azabicyclo[3.1.0]hex-3-yl}butyl)-2(1H)-pyrimidinone hydrochloride). As a reaction SMILES: [CH3:1][C:2]1[S:3][C:4]([C:8]2[CH:13]=[CH:12][N:11]([CH2:14][CH2:15][CH2:16][CH2:17][N:18]3[CH2:23][C@H:22]4[C@:20]([C:24]5[CH:29]=[CH:28][C:27]([C:30]([F:33])([F:32])[F:31])=[CH:26][CH:25]=5)([CH2:21]4)[CH2:19]3)[C:10](=[O:34])[N:9]=2)=[C:5]([CH3:7])[N:6]=1.[ClH:35].O1CCOCC1>>[ClH:35].[CH3:1][C:2]1[S:3][C:4]([C:8]2[CH:13]=[CH:12][N:11]([CH2:14][CH2:15][CH2:16][CH2:17][N:18]3[CH2:23][C@H:22]4[C@:20]([C:24]5[CH:25]=[CH:26][C:27]([C:30]([F:32])([F:33])[F:31])=[CH:28][CH:29]=5)([CH2:21]4)[CH2:19]3)[C:10](=[O:34])[N:9]=2)=[C:5]([CH3:7])[N:6]=1 |f:3.4|. Reported procedure: 4-(2,4-Dimethyl-thiazol-5-yl)-1-{4-[(1S,5R)-1-(4-trifluoromethyl-phenyl)-3-aza-bicyclo[3.1.0]hex-3-yl]-butyl}-1H-pyrimidin-2-one was treated with 4N HCl in dioxane (1 eq), to give the title compound.